From a dataset of the Open Reaction Database (ORD), a public repository of structured organic reaction records. describe an organic reaction: reactants, conditions, products, and yield Reactants: C[C@]12CC[C@@H]3C=4C=CC(=CC4CC[C@H]3[C@@H]1CCC2=O)O (estrone), S(=O)(=O)(OC)OC (dimethyl sulfate), [OH-] (hydroxide). Solvent: O1CCCC1 (tetrahydrofuran), CO (methanol), O1CCCC1 (tetrahydrofuran), O (water). Run at time 1 hour. Product: COC (methyl ether), C[C@]12CC[C@@H]3C=4C=CC(=CC4CC[C@H]3[C@@H]1CCC2=O)O (estrone). RXN SMILES: [CH3:1][C@@:2]12[C:18](=[O:19])[CH2:17][CH2:16][C@H:15]1[C@H:14]1[C@@H:5]([C:6]3[CH:7]=[CH:8][C:9]([OH:20])=[CH:10][C:11]=3[CH2:12][CH2:13]1)[CH2:4][CH2:3]2.S(OC)(O[CH3:25])(=O)=O.[OH-]>CO.O1CCCC1.O>[CH3:25][O:20][CH3:9].[CH3:1][C@@:2]12[C:18](=[O:19])[CH2:17][CH2:16][C@H:15]1[C@H:14]1[C@@H:5]([C:6]3[CH:7]=[CH:8][C:9]([OH:20])=[CH:10][C:11]=3[CH2:12][CH2:13]1)[CH2:4][CH2:3]2. Reported procedure: Into a mixture of 1 g of estrone, 0.5 ml of dimethyl sulfate and 5 ml of tetrahydrofuran, 6 ml of 10% methanolpotassium hydroxide solution was added over a period of 1 hour. The reaction temperature was maintained at 10° - 15°C. The resulting mixture was stirred for one hour to complete the etherification. Then, 15 ml of water was added to the reaction mixture, tetrahydrofuran and methanol were distilled off under atmospheric pressure. The residue was extracted with chloroform, washed with water... Starting materials: O=C(O)c1cccc(S(=O)(=O)Cl)c1, CCOc1ccc(N)cc1-c1nn2c(C3CCCC3)nc(C)c2c(=O)[nH]1, C1CCOC1, c1ccncc1. Product: CCOc1ccc(NS(=O)(=O)c2cccc(C(=O)O)c2)cc1-c1nn2c(C3CCCC3)nc(C)c2c(=O)[nH]1. Reaction SMILES: [Cl:27][S:28](=[O:29])(=[O:30])[c:31]1[cH:32][c:33]([C:34](=[O:35])[OH:36])[cH:37][cH:38][cH:39]1.[NH2:1][c:2]1[cH:3][cH:4][c:5]([O:24][CH2:25][CH3:26])[c:6](-[c:8]2[n:9][n:10]3[c:11]([c:12](=[O:14])[nH:13]2)[c:15]([CH3:23])[n:16][c:17]3[CH:18]2[CH2:19][CH2:20][CH2:21][CH2:22]2)[cH:7]1.[O:46]1[CH2:47][CH2:48][CH2:49][CH2:50]1.[cH:40]1[cH:41][cH:42][n:43][cH:44][cH:45]1>>[NH:1]([c:2]1[cH:3][cH:4][c:5]([O:24][CH2:25][CH3:26])[c:6](-[c:8]2[n:9][n:10]3[c:11]([c:12](=[O:14])[nH:13]2)[c:15]([CH3:23])[n:16][c:17]3[CH:18]2[CH2:19][CH2:20][CH2:21][CH2:22]2)[cH:7]1)[S:28](=[O:29])(=[O:30])[c:31]1[cH:32][c:33]([C:34](=[O:35])[OH:36])[cH:37][cH:38][cH:39]1. Starting materials: [BH4-], CCOc1ccc2ccccc2c1C(=O)NC(Cc1ccc(C(F)(F)F)cc1)C(=O)c1ccc(F)cc1, CO, Cl[Mn]Cl, Cl, [Na+]. Yields the product CCOc1ccc2ccccc2c1C(=O)NC(Cc1ccc(C(F)(F)F)cc1)C(O)c1ccc(F)cc1. As a reaction SMILES: [BH4-:38].[CH2:1]([CH3:2])[O:3][c:4]1[c:5]([C:14](=[O:15])[NH:16][CH:17]([C:18](=[O:19])[c:20]2[cH:21][cH:22][c:23]([F:26])[cH:24][cH:25]2)[CH2:27][c:28]2[cH:29][cH:30][c:31]([C:34]([F:35])([F:36])[F:37])[cH:32][cH:33]2)[c:6]2[cH:7][cH:8][cH:9][cH:10][c:11]2[cH:12][cH:13]1.[CH3:41][OH:42].[Cl:43][Mn:44][Cl:45].[ClH:40].[Na+:39]>>[CH2:1]([CH3:2])[O:3][c:4]1[c:5]([C:14](=[O:15])[NH:16][CH:17]([CH:18]([OH:19])[c:20]2[cH:21][cH:22][c:23]([F:26])[cH:24][cH:25]2)[CH2:27][c:28]2[cH:29][cH:30][c:31]([C:34]([F:35])([F:36])[F:37])[cH:32][cH:33]2)[c:6]2[cH:7][cH:8][cH:9][cH:10][c:11]2[cH:12][cH:13]1. Reactants: Cc1cc(C)c(N2CCCc3c2nn(C)c3Br)c(C)c1, [Li]CCCC, C1CCOC1, CCCCCC, CC(=O)Cl, [Cl-], [Cl-], [Cl-], [NH4+], [Zn+2], c1ccc(P(c2ccccc2)(c2ccccc2)[Pd](P(c2ccccc2)(c2ccccc2)c2ccccc2)(P(c2ccccc2)(c2ccccc2)c2ccccc2)P(c2ccccc2)(c2ccccc2)c2ccccc2)cc1. The product is CC(=O)c1c2c(nn1C)N(c1c(C)cc(C)cc1C)CCC2. As a reaction SMILES: [Br:1][c:2]1[n:3]([CH3:20])[n:4][c:5]2[c:10]1[CH2:9][CH2:8][CH2:7][N:6]2[c:11]1[c:12]([CH3:19])[cH:13][c:14]([CH3:18])[cH:15][c:16]1[CH3:17].[CH2:21]([Li:22])[CH2:23][CH2:24][CH3:25].[CH2:38]1[O:39][CH2:40][CH2:41][CH2:42]1.[CH3:26][CH2:27][CH2:28][CH2:29][CH2:30][CH3:31].[CH3:32][C:33]([Cl:34])=[O:35].[Cl-:36].[Cl-:43].[Cl-:45].[NH4+:37].[Zn+2:44].[cH:46]1[cH:47][cH:48][c:49]([P:50]([Pd:51]([P:52]([c:53]2[cH:54][cH:55][cH:56][cH:57][cH:58]2)([c:59]2[cH:60][cH:61][cH:62][cH:63][cH:64]2)[c:65]2[cH:66][cH:67][cH:68][cH:69][cH:70]2)([P:71]([c:72]2[cH:73][cH:74][cH:75][cH:76][cH:77]2)([c:78]2[cH:79][cH:80][cH:81][cH:82][cH:83]2)[c:84]2[cH:85][cH:86][cH:87][cH:88][cH:89]2)[P:90]([c:91]2[cH:92][cH:93][cH:94][cH:95][cH:96]2)([c:97]2[cH:98][cH:99][cH:100][cH:101][cH:102]2)[c:103]2[cH:104][cH:105][cH:106][cH:107][cH:108]2)([c:109]2[cH:110][cH:111][cH:112][cH:113][cH:114]2)[c:115]2[cH:116][cH:117][cH:118][cH:119][cH:120]2)[cH:121][cH:122]1>>[c:2]1([C:33]([CH3:32])=[O:35])[n:3]([CH3:20])[n:4][c:5]2[c:10]1[CH2:9][CH2:8][CH2:7][N:6]2[c:11]1[c:12]([CH3:19])[cH:13][c:14]([CH3:18])[cH:15][c:16]1[CH3:17]. Starting materials: [H-].[Na+] (NaH), BrC1=NC2=CC=CC=C2C=C1CBr (2-bromo-3-bromomethylquinoline), O (water), compound, [Li+].[Br-] (LiBr), COCCOC.CN(C)C=O (DME DMF). Reaction conditions: temperature 80 celsius. The product is OC1CC(C2=C1C(N1CC=3C(=NC4=CC=CC=C4C3)C1=C2)=O)=O (9-Hydroxy-9,12-dihydro-7H-cyclopenta[6,7]indolizino[1,2-b]-quinoline-7,10(8H)-dione). RXN SMILES: [H-].[Na+].[Li+].[Br-].Br[C:6]1[C:15]([CH2:16]Br)=[CH:14][C:13]2[C:8](=[CH:9][CH:10]=[CH:11][CH:12]=2)[N:7]=1.[OH2:18].CO[CH2:21][CH2:22][O:23]C.[CH3:25][N:26]([CH:28]=[O:29])C>>[OH:23][CH:22]1[C:21]2[C:28](=[O:29])[N:26]3[C:25](=[CH:10][C:9]=2[C:8](=[O:18])[CH2:13]1)[C:6]1=[N:7][C:8]2[C:13]([CH:14]=[C:15]1[CH2:16]3)=[CH:12][CH:11]=[CH:10][CH:9]=2 |f:0.1,2.3,6.7|. Procedure: 0.6 mmol (18 mg) of NaH as an 80% dispersion in mineral oil is added in small fractions to a solution, stirred at 0° C., of 0.6 mmol (100 mg) of the compound described in Preparation A in 20 ml of a DME/DMF mixture (16/4 (v/v)). The mixture is stirred at 0° C. for 10 minutes before the addition, at that temperature, of 2.4 mmol (210 mg) of LiBr. After returning to room temperature, the reaction mixture is stirred for ¼ hour before the addition of 0.66 mmol (200 mg) of 2-bromo-3-bromomethylquinol... Reactants: CC(C)(C)OC(=O)N1CC(O)CC1C(=O)O, ClCCl, O=[Cr](=O)=O, c1ccncc1. Yields the product CC(C)(C)OC(=O)N1CC(=O)CC1C(=O)O. Reaction SMILES: [C:11](=[O:12])([O:13][C:14]([CH3:15])([CH3:16])[CH3:17])[N:18]1[CH:19]([C:20](=[O:21])[OH:22])[CH2:23][CH:24]([OH:26])[CH2:25]1.[Cl:27][CH2:28][Cl:29].[O:1]=[Cr:2](=[O:3])=[O:4].[cH:5]1[cH:6][cH:7][n:8][cH:9][cH:10]1>>[C:11](=[O:12])([O:13][C:14]([CH3:15])([CH3:16])[CH3:17])[N:18]1[CH:19]([C:20](=[O:21])[OH:22])[CH2:23][C:24](=[O:26])[CH2:25]1. Starting materials: final mixture, ClCCl (dichloromethane), C(C)(=O)C1=C(C(N(N=C1C1=CC=CC=C1)CC)=O)[N+](=O)[O-] (5-acetyl-2-ethyl-4-nitro-6-phenylpyridazin-3(2H)-one), C(C)(C)(C)OC(NCC1=CC=C(C=C1)N)=O ((4-aminobenzyl)carbamic acid tert-butyl ester), FC(C(=O)O)(F)F (trifluoroacetic acid). Run in C(C)O (ethanol). Run at time 1 hour. The product is C(C)(=O)C1=C(C(N(N=C1C1=CC=CC=C1)CC)=O)NC1=CC=C(C=C1)CN (5-Acetyl-4-{[4-(aminomethyl)phenyl]amino}-2-ethyl-6-phenylpyridazin-3(2H)-one). Yield: 55.5%. Reaction SMILES: [C:1]([C:4]1[C:9]([C:10]2[CH:15]=[CH:14][CH:13]=[CH:12][CH:11]=2)=[N:8][N:7]([CH2:16][CH3:17])[C:6](=[O:18])[C:5]=1[N+:19]([O-])=O)(=[O:3])[CH3:2].C(OC(=O)[NH:28][CH2:29][C:30]1[CH:35]=[CH:34][C:33](N)=[CH:32][CH:31]=1)(C)(C)C.FC(F)(F)C(O)=O.ClCCl>C(O)C>[C:1]([C:4]1[C:9]([C:10]2[CH:15]=[CH:14][CH:13]=[CH:12][CH:11]=2)=[N:8][N:7]([CH2:16][CH3:17])[C:6](=[O:18])[C:5]=1[NH:19][C:33]1[CH:34]=[CH:35][C:30]([CH2:29][NH2:28])=[CH:31][CH:32]=1)(=[O:3])[CH3:2]. Procedure: To a stirred solution of 100 mg (0.348 mmol) of 5-acetyl-2-ethyl-4-nitro-6-phenylpyridazin-3(2H)-one (Dal Piaz, V et al, J. Med. Chem. 1997, 40, 1417) in ethanol (6 ml), (4-aminobenzyl)carbamic acid tert-butyl ester (Gallo-Rodriguez, C et al J. Med. Chem. 1994, 37(5), 636-46) (1.16 mg, 0.52 mmol) was added portionwise. The resulting mixture was stirred at room temperature for 1 h. The precipitate thus formed was collected by filtration and washed with diethylether. Then it was solved in dichloro...